From a dataset of the Open Reaction Database (ORD), a public repository of structured organic reaction records. describe an organic reaction: reactants, conditions, products, and yield The reactants are C(N)(=O)CC1=C(C=C2C(C(=CN(C2=C1F)C1CC1)C(=O)O)=O)F (7-Carbamoylmethyl-1-cyclopropyl-6,8-difluoro-1,4-dihydro-4-oxo-3-quinolinecarboxylic acid), S(O)(O)(=O)=O (sulphuric acid), N(=O)[O-].[Na+] (sodium nitrite). Reaction conditions: time 1 hour. Yields the product C1(CC1)N1C=C(C(C2=CC(=C(C(=C12)F)CC(=O)O)F)=O)C(=O)O (1-Cyclopropyl-6,8-difluoro-1,4-dihydro-7-hydroxycarbonylmethyl-4-oxo-3-quinolinecarboxylic acid). RXN SMILES: [C:1]([CH2:4][C:5]1[C:14]([F:15])=[C:13]2[C:8]([C:9](=[O:22])[C:10]([C:19]([OH:21])=[O:20])=[CH:11][N:12]2[CH:16]2[CH2:18][CH2:17]2)=[CH:7][C:6]=1[F:23])(=[O:3])N.S(=O)(=O)(O)[OH:25].N([O-])=O.[Na+]>>[CH:16]1([N:12]2[C:13]3[C:8](=[CH:7][C:6]([F:23])=[C:5]([CH2:4][C:1]([OH:25])=[O:3])[C:14]=3[F:15])[C:9](=[O:22])[C:10]([C:19]([OH:21])=[O:20])=[CH:11]2)[CH2:18][CH2:17]1 |f:2.3|. Procedure details: 3.0 g of the compound from Example 10 are warmed to 90°-100° C. in 17 ml of 30% strength sulphuric acid. At this temperature, 6 ml of 2.5 molar sodium nitrite solution are added dropwise. The mixture is stirred for one hour more at 100° and then cooled. The precipitated solid is isolated, washed and dried.